This data is from the Open Reaction Database (ORD), a public repository of structured organic reaction records. The task is: describe an organic reaction: reactants, conditions, products, and yield The reactants are O=C(O)c1cc([N+](=O)[O-])ccc1N1CCOCC1, c1ccc(-c2nsc(N3CCNCC3)n2)cc1. Yields the product O=C(c1cc([N+](=O)[O-])ccc1N1CCOCC1)N1CCN(c2nc(-c3ccccc3)ns2)CC1. RXN SMILES: [O:1]1[CH2:2][CH2:3][N:4]([c:7]2[c:8]([C:9](=[O:10])[OH:11])[cH:12][c:13]([N+:16](=[O:17])[O-:18])[cH:14][cH:15]2)[CH2:5][CH2:6]1.[c:19]1(-[c:25]2[n:26][s:27][c:28]([N:30]3[CH2:31][CH2:32][NH:33][CH2:34][CH2:35]3)[n:29]2)[cH:20][cH:21][cH:22][cH:23][cH:24]1>>[O:1]1[CH2:2][CH2:3][N:4]([c:7]2[c:8]([C:9](=[O:11])[N:33]3[CH2:32][CH2:31][N:30]([c:28]4[s:27][n:26][c:25](-[c:19]5[cH:20][cH:21][cH:22][cH:23][cH:24]5)[n:29]4)[CH2:35][CH2:34]3)[cH:12][c:13]([N+:16](=[O:17])[O-:18])[cH:14][cH:15]2)[CH2:5][CH2:6]1.